From a dataset of the Open Reaction Database (ORD), a public repository of structured organic reaction records. describe an organic reaction: reactants, conditions, products, and yield Yields the product FC(C(=O)O)(F)F.ClC=1C=C(C(=O)N(C2CCOCC2)CCC)C=C(C1)OCCNC1=CC=NC=C1 (3-Chloro-N-propyl-5-[2-(pyridin-4-ylamino)-ethoxy]-N-(tetrahydro-pyran-4-yl)-benzamide trifluoroacetate). The reactants are C(C)(C)(C)OC(N(C1=CC=NC=C1)CCOC1=CC(=CC(=C1)C(N(C1CCOCC1)CCC)=O)Cl)=O ((2-{3-chloro-5-[propyl-(tetrahydro-pyran-4-yl)-carbamoyl]-phenoxy}-ethyl)-pyridin-4-yl-carbamic acid tert-butyl ester), FC(C(=O)O)(F)F (trifluoroacetic acid). Conditions: time 2 hour. RXN SMILES: C(OC(=O)[N:7]([CH2:14][CH2:15][O:16][C:17]1[CH:22]=[C:21]([C:23](=[O:34])[N:24]([CH2:31][CH2:32][CH3:33])[CH:25]2[CH2:30][CH2:29][O:28][CH2:27][CH2:26]2)[CH:20]=[C:19]([Cl:35])[CH:18]=1)[C:8]1[CH:13]=[CH:12][N:11]=[CH:10][CH:9]=1)(C)(C)C.[F:37][C:38]([F:43])([F:42])[C:39]([OH:41])=[O:40]>ClCCl>[F:37][C:38]([F:43])([F:42])[C:39]([OH:41])=[O:40].[Cl:35][C:19]1[CH:20]=[C:21]([CH:22]=[C:17]([O:16][CH2:15][CH2:14][NH:7][C:8]2[CH:9]=[CH:10][N:11]=[CH:12][CH:13]=2)[CH:18]=1)[C:23]([N:24]([CH2:31][CH2:32][CH3:33])[CH:25]1[CH2:30][CH2:29][O:28][CH2:27][CH2:26]1)=[O:34] |f:3.4|. Procedure: A solution of (2-{3-chloro-5-[propyl-(tetrahydro-pyran-4-yl)-carbamoyl]-phenoxy}-ethyl)-pyridin-4-yl-carbamic acid tert-butyl ester (0.070 g) in a mixture of dichloromethane (2 ml) and trifluoroacetic acid (2 ml) was stored at room temperature for 2 h and then concentrated under reduced pressure. The residue was subjected to preparative hplc and the title compound (0.048 g) was obtained as a colourless gum by concentration of the required fraction under reduced pressure and drying by repetitive ... Solvent: ClCCl (dichloromethane). Reactants: [C-]#N.[K+] (KCN), [NH4+].[Cl-] (NH4Cl), C1C(CC[C@@H]2CC3=CC=CC=C3C[C@@H]12)=O (Trans-1,2,3,4,4a,9,9a,10-octahydro-2-anthracenone). The solvent is CO (MeOH), O (water), C(Cl)Cl (CH2Cl2). The product is NC1(C[C@@H]2CC3=CC=CC=C3C[C@H]2CC1)C#N (2-Amino-trans-1,2,3,4,4a,9,9a,10-octahydro-2-anthracenecarbonitrile). RXN SMILES: [C-:1]#[N:2].[K+].[NH4+:4].[Cl-].[CH2:6]1[C@H:19]2[C@@H:10]([CH2:11][C:12]3[C:17]([CH2:18]2)=[CH:16][CH:15]=[CH:14][CH:13]=3)[CH2:9][CH2:8][C:7]1=O>CO.O.C(Cl)Cl>[NH2:4][C:7]1([C:1]#[N:2])[CH2:8][CH2:9][C@H:10]2[C@@H:19]([CH2:18][C:17]3[C:12]([CH2:11]2)=[CH:13][CH:14]=[CH:15][CH:16]=3)[CH2:6]1 |f:0.1,2.3|. Procedure details: 410 mg of KCN (6.3 mmol) and 340 mg of NH4Cl (6.3 mmol) are added, in succession, to a solution, stirred vigorously and maintained under nitrogen, containing 1.25 g (6.2 mmol) of the compound obtained in Step 4 in 30 ml of MeOH and 15 ml of water. After stirring for 12 hours at 20° C., the solution is diluted in CH2Cl2 and extracted with CH2Cl2. The organic phase is washed with a saturated NaCl solution, dried over MgSO4 and evaporated. The residue is treated with 25 ml of a methanolic solution ... The product is CCc1c(OCOC)cc(OCOC)c(I)c1CC(=O)OC. The reactants are CCc1c(CC(=O)OC)cc(OCOC)cc1OCOC, ClC(Cl)Cl, O=C(OI(OC(=O)C(F)(F)F)c1ccccc1)C(F)(F)F, I, [Na+], [Na+], [Na+], [OH-], O=S([O-])([O-])=S. RXN SMILES: [CH2:1]([CH3:2])[c:3]1[c:4]([CH2:17][C:18](=[O:19])[O:20][CH3:21])[cH:5][c:6]([O:13][CH2:14][O:15][CH3:16])[cH:7][c:8]1[O:9][CH2:10][O:11][CH3:12].[CH:53]([Cl:54])([Cl:55])[Cl:56].[F:23][C:24]([F:25])([F:26])[C:27]([O:29][I:28]([c:30]1[cH:31][cH:32][cH:33][cH:34][cH:35]1)[O:36][C:37](=[O:38])[C:39]([F:40])([F:41])[F:42])=[O:43].[I:22].[Na+:49].[Na+:50].[Na+:52].[OH-:51].[S:44]([O-:45])([O-:46])(=[O:47])=[S:48]>>[CH2:1]([CH3:2])[c:3]1[c:4]([CH2:17][C:18](=[O:19])[O:20][CH3:21])[c:5]([I:28])[c:6]([O:13][CH2:14][O:15][CH3:16])[cH:7][c:8]1[O:9][CH2:10][O:11][CH3:12].